Dataset: the Open Reaction Database (ORD), a public repository of structured organic reaction records. Task: describe an organic reaction: reactants, conditions, products, and yield Reactants: C(=O)(OC(C)(C)C)N1CC(C1)O (Boc-3-hydroxyazetidine), CC(C)([O-])C.[K+] (potassium tert-butoxide), C1CCOC1 (THF), BrC1=C(C=C(C=C1)F)F (1-bromo-2,4-difluorobenzene). Run in CN(C)C=O (DMF). Run at time 1 hour. Product: BrC1=C(OC2CN(C2)C(=O)OC(C)(C)C)C=C(C=C1)F (tert-Butyl 3-(2-bromo-5-fluorophenoxy)azetidine-1-carboxylate). RXN SMILES: [C:1]([N:8]1[CH2:11][CH:10]([OH:12])[CH2:9]1)([O:3][C:4]([CH3:7])([CH3:6])[CH3:5])=[O:2].CC(C)([O-])C.[K+].C1COCC1.[Br:24][C:25]1[CH:30]=[CH:29][C:28]([F:31])=[CH:27][C:26]=1F>CN(C=O)C>[Br:24][C:25]1[CH:30]=[CH:29][C:28]([F:31])=[CH:27][C:26]=1[O:12][CH:10]1[CH2:11][N:8]([C:1]([O:3][C:4]([CH3:7])([CH3:6])[CH3:5])=[O:2])[CH2:9]1 |f:1.2|. Reported procedure: To a solution of Boc-3-hydroxyazetidine (1.50 g, 8.67 mmol) in DMF (9.1 mL) was added 1 M potassium tert-butoxide in THF (9.96 mL, 9.96 mmol) followed by 1-bromo-2,4-difluorobenzene (2.50 g, 13.0 mmol). After a period of 1 h at 50° C., the reaction mixture was partitioned between ethyl acetate and saturated ammonium chloride. The organic phase was separated, dried over sodium sulfate, filtered and evaporated under reduced pressure. The residue was purified by flash chromatography (15% ethyl acet... Starting materials: ClC1=C(SC=C1)C1CC(C=2C(=CC=NC2C1)C)=O (7-(3-chlorothiophen-2-yl)-4-methyl-5,6,7,8-tetrahydroquinolin-5-one), N1=CC=CC=C1 (pyridine), S(=O)(=O)(Cl)Cl (sulfuryl chloride). Solvent: C(C)(=O)OCC (ethyl acetate), C(C)(=O)OCC (ethyl acetate). Reaction conditions: time 3 hour. Yields the product ClC1=C(SC(=C1)Cl)C1CC(C=2C(=CC=NC2C1)C)=O (7-(3,5-dichlorothiophen-2-yl)-4-methyl-5,6,7,8-tetrahydroquinolin-5-one). Yield: 67.3%. As a reaction SMILES: [Cl:1][C:2]1[CH:6]=[CH:5][S:4][C:3]=1[CH:7]1[CH2:16][C:15]2[N:14]=[CH:13][CH:12]=[C:11]([CH3:17])[C:10]=2[C:9](=[O:18])[CH2:8]1.N1C=CC=CC=1.S(Cl)([Cl:28])(=O)=O>C(OCC)(=O)C>[Cl:1][C:2]1[CH:6]=[C:5]([Cl:28])[S:4][C:3]=1[CH:7]1[CH2:16][C:15]2[N:14]=[CH:13][CH:12]=[C:11]([CH3:17])[C:10]=2[C:9](=[O:18])[CH2:8]1. Procedure details: To a solution of 7-(3-chlorothiophen-2-yl)-4-methyl-5,6,7,8-tetrahydroquinolin-5-one (0.74 g) in ethyl acetate (10 ml) were added pyridine (0.21 g) and sulfuryl chloride (1.1 g) at room temperature, and the mixture was stirred at the same temperature for 3 hours. To the reaction solution was added ethyl acetate, and the mixture was washed with sodium hydrogen carbonate solution, water and saturated brine, dried with magnesium sulfate and concentrated under reduced pressure. The residue was purif...